This data is from the Open Reaction Database (ORD), a public repository of structured organic reaction records. The task is: describe an organic reaction: reactants, conditions, products, and yield Reported procedure: 100 cm3 of anhydrous acetone, 0.01 mole of 3-methyl-6-(2-methylenepropionyl)benzoxazolinone and 0.01 mole of 1-(2-methoxyphenyl)piperazine are introduced successively into a 250-cm3 ground-necked flask equipped with a reflux condenser and a magnetic stirrer. The mixture is brought to reflux for 6 hours and allowed to cool. The product is drained: the product of the title is obtained. Starting materials: CN1C(OC2=C1C=CC(=C2)C(C(C)=C)=O)=O (3-methyl-6-(2-methylenepropionyl)benzoxazolinone), COC1=C(C=CC=C1)N1CCNCC1 (1-(2-methoxyphenyl)piperazine). Solvent: CC(=O)C (acetone). Product: CN1C(OC2=C1C=CC(=C2)C(C(CN2CCN(CC2)C2=C(C=CC=C2)OC)C)=O)=O (3-Methyl-6-{3-[4-(2-methoxyphenyl)-1-piperazinyl]-2-methylpropionyl}benzoxazolinone). RXN SMILES: [CH3:1][N:2]1[C:6]2[CH:7]=[CH:8][C:9]([C:11](=[O:15])[C:12](=[CH2:14])[CH3:13])=[CH:10][C:5]=2[O:4][C:3]1=[O:16].[CH3:17][O:18][C:19]1[CH:24]=[CH:23][CH:22]=[CH:21][C:20]=1[N:25]1[CH2:30][CH2:29][NH:28][CH2:27][CH2:26]1>CC(C)=O>[CH3:1][N:2]1[C:6]2[CH:7]=[CH:8][C:9]([C:11](=[O:15])[CH:12]([CH3:13])[CH2:14][N:28]3[CH2:27][CH2:26][N:25]([C:20]4[CH:21]=[CH:22][CH:23]=[CH:24][C:19]=4[O:18][CH3:17])[CH2:30][CH2:29]3)=[CH:10][C:5]=2[O:4][C:3]1=[O:16].